This data is from the Open Reaction Database (ORD), a public repository of structured organic reaction records. The task is: describe an organic reaction: reactants, conditions, products, and yield Reactants: 1, C(C)O (ethanol), C(C)OCCOCCOC1=CC=C(C=C1)CC=C (3-{4-[2-(2-ethoxyethoxy)ethoxy]phenyl}-1 -propene), C1=CC=CC=C1 (benzene), C[SiH](OCC)OCC (methyldiethoxysilane). Reagents/catalysts: [H+].[H+].Cl[Pt-2](Cl)(Cl)(Cl)(Cl)Cl (chloroplatinic acid). Solvent: C1CCOC1 (THF). Conditions: temperature 85 celsius, time 1 hour. The product is C[Si](CCCC1=CC=C(C=C1)OCCOCCOCC)(OCC)OCC (methyl diethoxy 3-{4-[2-(2-ethoxyethoxy)ethoxy]phenyl}propysilane). The yield is 97.0%. RXN SMILES: [CH2:1]([O:3][CH2:4][CH2:5][O:6][CH2:7][CH2:8][O:9][C:10]1[CH:15]=[CH:14][C:13]([CH2:16][CH:17]=[CH2:18])=[CH:12][CH:11]=1)[CH3:2].C1C=CC=CC=1.[CH3:25][SiH:26]([O:30][CH2:31][CH3:32])[O:27][CH2:28][CH3:29].C(O)C>[H+].[H+].Cl[Pt-2](Cl)(Cl)(Cl)(Cl)Cl.C1COCC1>[CH3:25][Si:26]([O:30][CH2:31][CH3:32])([O:27][CH2:28][CH3:29])[CH2:18][CH2:17][CH2:16][C:13]1[CH:12]=[CH:11][C:10]([O:9][CH2:8][CH2:7][O:6][CH2:5][CH2:4][O:3][CH2:1][CH3:2])=[CH:15][CH:14]=1 |f:4.5.6|. Reported procedure: This compound was made by first heating a mixture of 2.8 g (0.011 mol) of 3-{4-[2-(2-ethoxyethoxy)ethoxy]phenyl}-1 -propene (prepared as in Example 1), 5 g of benzene and 1.1 equivalent of methyldiethoxysilane under an argon atmosphere at 85° C. for one hour. After one hour, a trace amount (0.01 μL) of 1 part chloroplatinic acid in 1 part ethanol and 98 parts THF was added and the mixture was heated overnight at 85° C. The product was isolated by distillation to give 4.2 g (97%) of methyl dietho... Reactants: COC(=O)CC(=O)OC, CCOC(C)=O, CN(C)C=O, CCCCCCC, CCOc1ncccc1C1(Cl)C(=O)Nc2cc(F)c(Cl)cc21, ClCCl, Cl, [H-], [Na+]. The product is CCOc1ncccc1C1(C(C(=O)OC)C(=O)OC)C(=O)Nc2cc(F)c(Cl)cc21. Reaction SMILES: [C:1]([CH2:2][C:3](=[O:4])[O:5][CH3:6])(=[O:7])[O:8][CH3:9].[C:43]([O:44][CH2:45][CH3:46])(=[O:47])[CH3:48].[CH3:35][N:36]([CH3:37])[CH:38]=[O:39].[CH3:49][CH2:50][CH2:51][CH2:52][CH2:53][CH2:54][CH3:55].[Cl:12][C:13]1([c:25]2[c:26]([O:31][CH2:32][CH3:33])[n:27][cH:28][cH:29][cH:30]2)[C:14](=[O:24])[NH:15][c:16]2[cH:17][c:18]([F:23])[c:19]([Cl:22])[cH:20][c:21]21.[Cl:40][CH2:41][Cl:42].[ClH:34].[H-:10].[Na+:11]>>[C:1]([CH:2]([C:3](=[O:4])[O:5][CH3:6])[C:13]1([c:25]2[c:26]([O:31][CH2:32][CH3:33])[n:27][cH:28][cH:29][cH:30]2)[C:14](=[O:24])[NH:15][c:16]2[cH:17][c:18]([F:23])[c:19]([Cl:22])[cH:20][c:21]21)(=[O:7])[O:8][CH3:9]. Starting materials: CCCCCCCCC(=CC=CC(=O)OC)c1ccc(OC)cc1, CO, CCCCCC, [Na+], [OH-]. Yields the product CCCCCCCCC(=CC=CC(=O)O)c1ccc(OC)cc1. RXN SMILES: [CH3:1][O:2][C:3]([CH:4]=[CH:5][CH:6]=[C:7]([CH2:8][CH2:9][CH2:10][CH2:11][CH2:12][CH2:13][CH2:14][CH3:15])[c:16]1[cH:17][cH:18][c:19]([O:22][CH3:23])[cH:20][cH:21]1)=[O:24].[CH3:25][OH:26].[CH3:29][CH2:30][CH2:31][CH2:32][CH2:33][CH3:34].[Na+:28].[OH-:27]>>[O:2]=[C:3]([CH:4]=[CH:5][CH:6]=[C:7]([CH2:8][CH2:9][CH2:10][CH2:11][CH2:12][CH2:13][CH2:14][CH3:15])[c:16]1[cH:17][cH:18][c:19]([O:22][CH3:23])[cH:20][cH:21]1)[OH:24]. Starting materials: C1CCOC1, CC(C)NC(C)C, I[Cu]I, CCOC(=O)c1nc(I)c2c(-c3ccccc3)noc2c1O, Cl[Pd]Cl, C#C[Si](C)(C)C, c1ccc(P(c2ccccc2)c2ccccc2)cc1, c1ccc(P(c2ccccc2)c2ccccc2)cc1. Yields the product CCOC(=O)c1nc(C#C[Si](C)(C)C)c2c(-c3ccccc3)noc2c1O. RXN SMILES: [CH2:80]1[O:81][CH2:82][CH2:83][CH2:84]1.[CH:23]([NH:24][CH:25]([CH3:26])[CH3:27])([CH3:28])[CH3:29].[Cu:36]([I:37])[I:38].[OH:1][c:2]1[c:3]2[c:4]([c:5]([I:13])[n:6][c:7]1[C:8](=[O:9])[O:10][CH2:11][CH3:12])[c:14](-[c:17]1[cH:18][cH:19][cH:20][cH:21][cH:22]1)[n:15][o:16]2.[Pd:39]([Cl:40])[Cl:41].[Si:30]([CH3:31])([CH3:32])([CH3:33])[C:34]#[CH:35].[c:42]1([P:43]([c:44]2[cH:45][cH:46][cH:47][cH:48][cH:49]2)[c:50]2[cH:51][cH:52][cH:53][cH:54][cH:55]2)[cH:56][cH:57][cH:58][cH:59][cH:60]1.[c:61]1([P:62]([c:63]2[cH:64][cH:65][cH:66][cH:67][cH:68]2)[c:69]2[cH:70][cH:71][cH:72][cH:73][cH:74]2)[cH:75][cH:76][cH:77][cH:78][cH:79]1>>[OH:1][c:2]1[c:3]2[c:4]([c:5]([C:35]#[C:34][Si:30]([CH3:31])([CH3:32])[CH3:33])[n:6][c:7]1[C:8](=[O:9])[O:10][CH2:11][CH3:12])[c:14](-[c:17]1[cH:18][cH:19][cH:20][cH:21][cH:22]1)[n:15][o:16]2. RXN SMILES: [C:15](=[O:16])([O-:17])[O-:18].[CH3:10][O:11][CH2:12][CH2:13][OH:14].[Cs+:19].[Cs+:20].[Cu:21][I:22].[F:1][c:2]1[c:3]([NH2:9])[cH:4][cH:5][c:6]([I:8])[cH:7]1>>[F:1][c:2]1[c:3]([NH2:9])[cH:4][cH:5][c:6]([O:14][CH2:13][CH2:12][O:11][CH3:10])[cH:7]1. Starting materials: O=C([O-])[O-], COCCO, [Cs+], [Cs+], [Cu]I, Nc1ccc(I)cc1F. Yields the product COCCOc1ccc(N)c(F)c1.